This data is from the Open Reaction Database (ORD), a public repository of structured organic reaction records. The task is: describe an organic reaction: reactants, conditions, products, and yield Starting materials: ClCCl, COCCl, CCN(C(C)C)C(C)C, O, Cc1ccc(O)cc1. The product is COCOc1ccc(C)cc1. Reaction SMILES: [CH2:23]([Cl:24])[Cl:25].[CH3:18][O:19][CH2:20][Cl:21].[CH:9]([N:10]([CH:11]([CH3:12])[CH3:13])[CH2:14][CH3:15])([CH3:16])[CH3:17].[OH2:22].[cH:1]1[cH:2][c:3]([CH3:8])[cH:4][cH:5][c:6]1[OH:7]>>[cH:1]1[cH:2][c:3]([CH3:8])[cH:4][cH:5][c:6]1[O:7][CH2:20][O:19][CH3:18]. Reactants: FC(C1=C(CSC(C)=O)C=CC=C1)(F)F (thioacetic acid S-(2-trifluoromethyl-benzyl)ester), CO (methanol), COC(=O)C1=NC=CC=C1CBr (3-Bromomethyl-pyridine-2-carboxylic acid methyl ester), C(C)OC(C)=O.C1CCCCC1 (ethylacetate cyclohexane). Solvent: O (water). Conditions: time 30 minute. The product is COC(=O)C1=NC=CC=C1CSCC1=C(C=CC=C1)C(F)(F)F (3-(2-Trifluoromethyl-benzylsulfanylmethyl)-pyridine-2-carboxylic acid methyl ester). Isolated yield 100.0%. Reaction SMILES: [F:1][C:2]([F:15])([F:14])[C:3]1[CH:13]=[CH:12][CH:11]=[CH:10][C:4]=1[CH2:5][S:6][C:7](=O)[CH3:8].CO.[CH3:18][O:19][C:20]([C:22]1C(CBr)=[CH:26][CH:25]=[CH:24][N:23]=1)=[O:21].C(OC(=O)C)C.C1CCCCC1>O>[CH3:18][O:19][C:20]([C:22]1[C:8]([CH2:7][S:6][CH2:5][C:4]2[CH:10]=[CH:11][CH:12]=[CH:13][C:3]=2[C:2]([F:15])([F:14])[F:1])=[CH:26][CH:25]=[CH:24][N:23]=1)=[O:21] |f:3.4|. Procedure: To a solution of thioacetic acid S-(2-trifluoromethyl-benzyl)ester (10.2 g, 37.5 mmol) in methanol (130 ml) potassium carbonate (5.18 g, 37.5 mmol) was added at room temperature and it was stirred for 30 min. 3-Bromomethyl-pyridine-2-carboxylic acid methyl ester (4.40 g, 18.7 mmol) was added and after refluxing for 150 min the solution was diluted with water, extracted with ethylacetate, the organic phase dried with sodium sulfate and concentrated. Chromatography over silica with ethylacetate/cy... Starting materials: C1=CC=C(C=C1)C2=CC=CC=C2.C1=CC=C(C=C1)OC2=CC=CC=C2 (Dowtherm), BrC1=C(C=C(C=C1)NC=C(C(=O)OC)C(=O)C1CC1)F (methyl 3-(4-bromo-3-fluorophenylamino)-2-(cyclopropanecarbonyl)acrylate). The solvent is hexanes. Conditions: time 1.5 hour. Product: BrC=1C=C2C(=C(C=NC2=CC1F)C(=O)C1CC1)O ((6-Bromo-7-fluoro-4-hydroxyquinolin-3-yl)(cyclopropyl)methanone). Isolated yield 79.2%. RXN SMILES: C1C=CC(C2C=CC=CC=2)=CC=1.C1C=CC(OC2C=CC=CC=2)=CC=1.[Br:26][C:27]1[CH:32]=[CH:31][C:30]([NH:33][CH:34]=[C:35]([C:40]([CH:42]2[CH2:44][CH2:43]2)=[O:41])[C:36]([O:38]C)=O)=[CH:29][C:28]=1[F:45]>>[Br:26][C:27]1[CH:32]=[C:31]2[C:30](=[CH:29][C:28]=1[F:45])[N:33]=[CH:34][C:35]([C:40]([CH:42]1[CH2:44][CH2:43]1)=[O:41])=[C:36]2[OH:38] |f:0.1|. Procedure: To Dowtherm at 250° C. was added methyl 3-(4-bromo-3-fluorophenylamino)-2-(cyclopropanecarbonyl)acrylate (7.5 g, 21.9 mmol) portionwise and the reaction mixture was stirred for 1.5 h. The reaction mixture was cooled to room temperature, diluted with hexanes and the resulting precipitate was filtered to afford the desired product (5.38 g, 79%) as a brown solid: ESI MS m/z 311 [C13H9BrFNO2+H]+. The reactants are CC(C)=O, Clc1ccnc(Cl)n1, [Na+], [OH-], O, Oc1cccc(O)c1. Yields the product Oc1cccc(Oc2ccnc(Cl)n2)c1. Reaction SMILES: [CH3:20][C:21](=[O:22])[CH3:23].[Cl:11][c:12]1[n:13][cH:14][cH:15][c:16]([Cl:18])[n:17]1.[Na+:2].[OH-:1].[OH2:19].[OH:3][c:4]1[cH:5][cH:6][cH:7][c:8]([OH:9])[cH:10]1>>[O:3]([c:4]1[cH:5][cH:6][cH:7][c:8]([OH:9])[cH:10]1)[c:16]1[cH:15][cH:14][n:13][c:12]([Cl:11])[n:17]1. Yield: 99.7%. RXN SMILES: [BH4-].[Na+].[Br:3][C:4]1[C:5]2[CH2:11][CH:10]([CH3:12])[C:9](=O)[C:6]=2[S:7][CH:8]=1.Cl.C1(C)C=CC=CC=1>C1COCC1.CO.O>[Br:3][C:4]1[C:5]2[CH2:11][C:10]([CH3:12])=[CH:9][C:6]=2[S:7][CH:8]=1 |f:0.1,5.6|. Reaction conditions: time 10 hour. Reactants: C1(=CC=CC=C1)C (toluene), [BH4-].[Na+] (NaBH4), BrC=1C2=C(SC1)C(C(C2)C)=O (3-bromo-5-methyl-4,5-dihydro-6H-cyclopenta[b]thiophen-6-one), Cl (HCl), C1(=CC=CC=C1)C (toluene). Procedure: A total of 1.30 g (34.4 mmol) of NaBH4 were added to a solution of 5.0 g (21.5 mmol) of the resulting 3-bromo-5-methyl-4,5-dihydro-6H-cyclopenta[b]thiophen-6-one in 60 ml of THF-methanol (2:1, vol.) over 1 h at −5° C. (Caution: temperature must be lower 0° C.). The mixture was stirred for 10 h at ambient temperature, then diluted with 20 ml of water, and acidified with 10% HCl to pH=1. The crude product was extracted with 3×100 ml of CH2Cl2. The combined extracts were washed with the saturated a... Yields the product BrC=1C2=C(SC1)C=C(C2)C (3-Bromo-5-methyl-4H-cyclopenta[b]thiophene). The solvent is O (water), C1CCOC1.CO (THF methanol).